From a dataset of the Open Reaction Database (ORD), a public repository of structured organic reaction records. describe an organic reaction: reactants, conditions, products, and yield Starting materials: C=CC(=O)OCC(F)(F)F, CC(=O)[O-], CC(=O)[O-], CC(=O)[O-], CN(C)C=O, Cn1c(C(F)(F)F)cc(=O)n(-c2ccc(Cl)c(I)c2)c1=O, [Na+], O, [Pd+2]. The product is Cn1c(C(F)(F)F)cc(=O)n(-c2ccc(Cl)c(C=CC(=O)OCC(F)(F)F)c2)c1=O. Reaction SMILES: [C:22]([CH:23]=[CH2:24])(=[O:25])[O:26][CH2:27][C:28]([F:29])([F:30])[F:31].[C:43]([O-:44])(=[O:45])[CH3:46].[C:48]([O-:49])(=[O:50])[CH3:51].[CH3:33][C:34](=[O:35])[O-:36].[CH3:38][N:39]([CH3:40])[CH:41]=[O:42].[Cl:1][c:2]1[c:3]([I:21])[cH:4][c:5](-[n:8]2[c:9](=[O:20])[n:10]([CH3:19])[c:11]([C:15]([F:16])([F:17])[F:18])[cH:12][c:13]2=[O:14])[cH:6][cH:7]1.[Na+:32].[OH2:37].[Pd+2:47]>>[Cl:1][c:2]1[c:3]([CH:24]=[CH:23][C:22](=[O:25])[O:26][CH2:27][C:28]([F:29])([F:30])[F:31])[cH:4][c:5](-[n:8]2[c:9](=[O:20])[n:10]([CH3:19])[c:11]([C:15]([F:16])([F:17])[F:18])[cH:12][c:13]2=[O:14])[cH:6][cH:7]1. Starting materials: COC(C1=CC=C(C=C1)OCC=1N=C(OC1SC1=NC=C(C=C1)Cl)C1=CC=C(C=C1)F)=O (Methyl-4-({5-[(5-chloropyridin-2-yl)sulfanyl]-2-(4-fluorophenyl)-1,3-oxazol-4-yl}methoxy)benzoate), [Li+].[OH-] (LiOH), Cl (HCl). Solvent: O (water), CO.C1CCOC1 (MeOH THF). Reaction conditions: time 2 hour. Product: ClC=1C=CC(=NC1)SC1=C(N=C(O1)C1=CC=C(C=C1)F)COC1=CC=C(C(=O)O)C=C1 (4-({5-[(5-chloropyridin-2-yl)sulfanyl]-2-(4-fluorophenyl)-1,3-oxazol-4-yl}methoxy)benzoic acid). As a reaction SMILES: C[O:2][C:3](=[O:32])[C:4]1[CH:9]=[CH:8][C:7]([O:10][CH2:11][C:12]2[N:13]=[C:14]([C:25]3[CH:30]=[CH:29][C:28]([F:31])=[CH:27][CH:26]=3)[O:15][C:16]=2[S:17][C:18]2[CH:23]=[CH:22][C:21]([Cl:24])=[CH:20][N:19]=2)=[CH:6][CH:5]=1.[Li+].[OH-].Cl>CO.C1COCC1.O>[Cl:24][C:21]1[CH:22]=[CH:23][C:18]([S:17][C:16]2[O:15][C:14]([C:25]3[CH:26]=[CH:27][C:28]([F:31])=[CH:29][CH:30]=3)=[N:13][C:12]=2[CH2:11][O:10][C:7]2[CH:6]=[CH:5][C:4]([C:3]([OH:32])=[O:2])=[CH:9][CH:8]=2)=[N:19][CH:20]=1 |f:1.2,4.5|. Reported procedure: To a solution of Methyl-4-({5-[(5-chloropyridin-2-yl)sulfanyl]-2-(4-fluorophenyl)-1,3-oxazol-4-yl}methoxy)benzoate (0.31 g, 0.66 mmol) in 6 ml of 1:1 MeOH/THF was added 1N LiOH (1.98 ml, 1.98 mmol). The reaction was allowed to proceed at 55° C. for 2 h, at which point it was cooled to room temperature and was acidified by 3N HCl. The reaction mixture was diluted with water and extracted with EtOAc. The combined organics were washed with brine, dried over Na2SO4, filtered and concentrated to yiel... Reactants: CC(C)(C)[Si](OCC1C(CC1CO[Si](C)(C)C(C)(C)C)O)(C)C (2.3-Bis(((1,1-dimethylethyl)dimethylsilyl)oxymethyl)cyclobutanol), Cl[Si](C)(C)C (chlorotrimethyl-silane). Solvent: CO (methanol). Reaction conditions: time 0.5 hour. Product: OCC1C(CC1CO)O (2,3-Bis(hydroxymethyl)cyclobutanol). Reaction SMILES: CC([Si](C)(C)[O:6][CH2:7][CH:8]1[CH:11]([CH2:12][O:13][Si](C(C)(C)C)(C)C)[CH2:10][CH:9]1[OH:21])(C)C.Cl[Si](C)(C)C>CO>[OH:6][CH2:7][CH:8]1[CH:11]([CH2:12][OH:13])[CH2:10][CH:9]1[OH:21]. Procedure details: 2,3-Bis(((1,1-dimethylethyl)dimethylsilyl)oxymethyl)cyclobutanol (6.3 g, 17.5 mmol) from Step C was combined with 5.3 mL (43 mmol) of chlorotrimethyl-silane in 103 mL of methanol. The reaction mixture was stirred at ambient temperature under a nitrogen atmosphere for 0.5 h then concentrated under reduced pressure to an oil. Residual chlorotrimethylsilane was removed by co-evaporation with methanol (3×30 mL) to give title compound in quantitative yield and this crude product was carried on to the... The reactants are C(C1=CC=CC=C1)OCC=1N(C(=C(N1)C(C)C)SC1=CC(=CC(=C1)F)F)CC (2-benzyloxymethyl-5-(3,5-difluorophenylthio)-1-ethyl-4-isopropyl-1H-imidazole), Cl (HCl). Run in C(C)O (ethanol). The product is FC=1C=C(C=C(C1)F)SC1=C(N=C(N1CC)CO)C(C)C ([5-(3,5-Difluorophenylthio)-1-ethyl-4-isopropyl-1H-imidazol-2-yl]methanol). The yield is 68.3%. As a reaction SMILES: C([O:8][CH2:9][C:10]1[N:11]([CH2:27][CH3:28])[C:12]([S:18][C:19]2[CH:24]=[C:23]([F:25])[CH:22]=[C:21]([F:26])[CH:20]=2)=[C:13]([CH:15]([CH3:17])[CH3:16])[N:14]=1)C1C=CC=CC=1.Cl>C(O)C>[F:25][C:23]1[CH:24]=[C:19]([S:18][C:12]2[N:11]([CH2:27][CH3:28])[C:10]([CH2:9][OH:8])=[N:14][C:13]=2[CH:15]([CH3:16])[CH3:17])[CH:20]=[C:21]([F:26])[CH:22]=1. Procedure: In 5 ml of ethanol was dissolved 300 mg (0.75 mmol)of 2-benzyloxymethyl-5-(3,5-difluorophenylthio)-1-ethyl-4-isopropyl-1H-imidazole (17z), followed by addition of 5N-HCl (10 ml)at room temperature with stirring and the mixture was reacted on an oil bath at 130° C. for 3 hours during which time the mixture was concentrated. The reaction mixture was cooled, and a saturated aqueous sodium bicarbonate solution was added to be weakly alkali. The mixture was extracted with ethyl acetate, the ethyl ace... The reactants are CC(=O)c1ccc(Br)cc1, CC(C)(O)c1cc(F)c(-c2cc(C(N)=O)c(N)s2)c(F)c1. The product is CC(=O)c1ccc(Nc2sc(-c3c(F)cc(C(C)(C)O)cc3F)cc2C(N)=O)cc1. Reaction SMILES: [Br:22][c:23]1[cH:24][cH:25][c:26]([C:29]([CH3:30])=[O:31])[cH:27][cH:28]1.[NH2:1][c:2]1[s:3][c:4](-[c:10]2[c:11]([F:21])[cH:12][c:13]([C:17]([CH3:18])([CH3:19])[OH:20])[cH:14][c:15]2[F:16])[cH:5][c:6]1[C:7](=[O:8])[NH2:9]>>[NH:1]([c:2]1[s:3][c:4](-[c:10]2[c:11]([F:21])[cH:12][c:13]([C:17]([CH3:18])([CH3:19])[OH:20])[cH:14][c:15]2[F:16])[cH:5][c:6]1[C:7](=[O:8])[NH2:9])[c:23]1[cH:24][cH:25][c:26]([C:29]([CH3:30])=[O:31])[cH:27][cH:28]1. The reactants are BrC=1C=C2C(=C(C=NC2=CC1)C(=O)C1CC1)Cl ((6-bromo-4-chloroquinolin-3-yl)(cyclopropyl)methanone), NC=1C=CC(=NC1)NC1CN(CCC1)C(=O)OC(C)(C)C (tert-butyl 3-(5-aminopyridin-2-ylamino)piperidine-1-carboxylate). The product is BrC=1C=C2C(=C(C=NC2=CC1)C(=O)C1CC1)NC=1C=CC(=NC1)NC1CN(CCC1)C(=O)OC(C)(C)C (tert-butyl 3-(5-(6-bromo-3-(cyclopropanecarbonyl)quinolin-4-ylamino)pyridin-2-ylamino)piperidine-1-carboxylate). Isolated yield 66.2%. Reaction SMILES: [Br:1][C:2]1[CH:3]=[C:4]2[C:9](=[CH:10][CH:11]=1)[N:8]=[CH:7][C:6]([C:12]([CH:14]1[CH2:16][CH2:15]1)=[O:13])=[C:5]2Cl.[NH2:18][C:19]1[CH:20]=[CH:21][C:22]([NH:25][CH:26]2[CH2:31][CH2:30][CH2:29][N:28]([C:32]([O:34][C:35]([CH3:38])([CH3:37])[CH3:36])=[O:33])[CH2:27]2)=[N:23][CH:24]=1>>[Br:1][C:2]1[CH:3]=[C:4]2[C:9](=[CH:10][CH:11]=1)[N:8]=[CH:7][C:6]([C:12]([CH:14]1[CH2:16][CH2:15]1)=[O:13])=[C:5]2[NH:18][C:19]1[CH:20]=[CH:21][C:22]([NH:25][CH:26]2[CH2:31][CH2:30][CH2:29][N:28]([C:32]([O:34][C:35]([CH3:38])([CH3:37])[CH3:36])=[O:33])[CH2:27]2)=[N:23][CH:24]=1. Procedure: Following General procedure C, (6-bromo-4-chloroquinolin-3-yl)(cyclopropyl)methanone (239 mg, 0.8 mmol) was reacted with tert-butyl 3-(5-aminopyridin-2-ylamino)piperidine-1-carboxylate (337 mg, 1.1 mmol) to afford the desired product (300 mg, 69%) as a yellow solid: ESI MS m/z 566 [C28H32BrN5O3+H]+.